This data is from the Open Reaction Database (ORD), a public repository of structured organic reaction records. The task is: describe an organic reaction: reactants, conditions, products, and yield Reactants: [H-].[Na+] (sodium hydride), C(C)(C)(C)C1=NOC(=C1)C=CC1=C(C=CC=C1)O (3-tert.-butyl-5-(2-hydroxystyryl)-isoxazole), C(Br)C1CO1 (epibromohydrin). Yields the product C(C)(C)(C)C1=NOC(=C1)C=CC1=C(C=CC=C1)OCC1CO1 (3-tert.-Butyl-5-[2-(2,3-epoxypropoxy)-styryl]-isoxazole). Reaction SMILES: [H-].[Na+].[C:3]([C:7]1[CH:11]=[C:10]([CH:12]=[CH:13][C:14]2[CH:19]=[CH:18][CH:17]=[CH:16][C:15]=2[OH:20])[O:9][N:8]=1)([CH3:6])([CH3:5])[CH3:4].[CH2:21]([CH:23]1[O:25][CH2:24]1)Br>>[C:3]([C:7]1[CH:11]=[C:10]([CH:12]=[CH:13][C:14]2[CH:19]=[CH:18][CH:17]=[CH:16][C:15]=2[O:20][CH2:21][CH:23]2[O:25][CH2:24]2)[O:9][N:8]=1)([CH3:6])([CH3:4])[CH3:5] |f:0.1|. Procedure details: This compound is prepared by the method described for Example VI, from 3.8 g of 55% strength sodium hydride (0.086 mole), 21 g (0.086 mole) of 3-tert.-butyl-5-(2-hydroxystyryl)-isoxazole and 11.8 g (0.086 mole) of epibromohydrin. 25.0 g (97% of theory) of a colorless oil. Reactants: OCCCOC(C=C)=O (hydroxypropylacrylate), initiator, C(=C)(C)P(O)(O)=O (isopropenylphosphonic acid), S(=O)(=O)([O-])OOS(=O)(=O)[O-].[NH4+].[NH4+] (ammonium persulfate). Solvent: O (water). Run at time 2 hour. Yields the product C(=C)(C)P(O)(O)=O.OCCCOC(C=C)=O (Isopropenyl Phosphonic Acid Hydroxypropylacrylate). Reaction SMILES: [OH:1][CH2:2][CH2:3][CH2:4][O:5][C:6](=[O:9])[CH:7]=[CH2:8].[C:10]([P:13](=[O:16])([OH:15])[OH:14])([CH3:12])=[CH2:11].S(OOS([O-])(=O)=O)([O-])(=O)=O.[NH4+].[NH4+]>O>[C:10]([P:13](=[O:14])([OH:16])[OH:15])([CH3:12])=[CH2:11].[OH:1][CH2:2][CH2:3][CH2:4][O:5][C:6](=[O:9])[CH:7]=[CH2:8] |f:2.3.4,6.7|. Reported procedure: Using the same polymerization apparatus as described in Example 1, 17.1 g (0.13 mole) of hydroxypropylacrylate and 49.8 g (0.41 mole) of isopropenylphosphonic acid in 202.5 g water (neutralized to pH 2.5) was heated to reflux with 6 g of ammonium persulfate. After 2 hours of reflux an additional 6 g of initiator was added followed by 2 hours of reflux. The final pH of the brown solution was 2.7. The 31PMR spectrum of the product had polymer absorptions at -30 to -33 ppm and -24 ppm. Reactants: compound, ClC=1C2=C(N=CN1)C=CC(=N2)Cl (4,6-dichloro-pyrido[3,2-d]pyrimidine), SC1=NN=C(N1)C (3-mercapto-5-methyl-4H-[1,2,4]triazole), NC1=NN(C=C1)C (3-amino-1-methyl-1H-pyrazole). Yields the product CC=1NC(=NN1)SC=1C=CC=2N=CN=C(C2N1)NC1=NN(C=C1)C ([6-(5-Methyl-4H-[1,2,4]triazol-3-ylsulfanyl)-pyrido-[3,2-d]pyrimidin-4-yl]-(1-methyl-1H-pyrazol-3-yl)-amine). As a reaction SMILES: [SH:1][C:2]1[NH:6][C:5]([CH3:7])=[N:4][N:3]=1.[NH2:8][C:9]1[CH:13]=[CH:12][N:11]([CH3:14])[N:10]=1.Cl[C:16]1[C:17]2[N:25]=[C:24](Cl)[CH:23]=[CH:22][C:18]=2[N:19]=[CH:20][N:21]=1>>[CH3:7][C:5]1[NH:6][C:2]([S:1][C:24]2[CH:23]=[CH:22][C:18]3[N:19]=[CH:20][N:21]=[C:16]([NH:8][C:9]4[CH:13]=[CH:12][N:11]([CH3:14])[N:10]=4)[C:17]=3[N:25]=2)=[N:3][N:4]=1. Procedure: The compound of Example 58 was manufactured by the same method as in Example 31, by a similar method thereto or by a combination of such a method with a conventional method using 3-mercapto-5-methyl-4H-[1,2,4]triazole, 3-amino-1-methyl-1H-pyrazole and 4,6-dichloro-pyrido[3,2-d]pyrimidine. Starting materials: ClCC=1N=C(SC1)C (4-(chloromethyl)-2-methylthiazole), C(C1=CC=CC=C1)NC(=O)C1=C(N=C(S1)N1C(C=C(C=C1)O)=O)C (N-benzyl-2-(4-hydroxy-2-oxopyridin-1(2H)-yl)-4-methylthiazole-5-carboxamide). The product is C(C1=CC=CC=C1)NC(=O)C1=C(N=C(S1)N1C(C=C(C=C1)OCC=1N=C(SC1)C)=O)C (N-Benzyl-4-methyl-2-(4-((2-methylthiazol-4-yl)methoxy)-2-oxopyridin-1(2H)-yl)thiazole-5-carboxamide). Yield: 20.0%. As a reaction SMILES: Cl[CH2:2][C:3]1[N:4]=[C:5]([CH3:8])[S:6][CH:7]=1.[CH2:9]([NH:16][C:17]([C:19]1[S:23][C:22]([N:24]2[CH:29]=[CH:28][C:27]([OH:30])=[CH:26][C:25]2=[O:31])=[N:21][C:20]=1[CH3:32])=[O:18])[C:10]1[CH:15]=[CH:14][CH:13]=[CH:12][CH:11]=1>>[CH2:9]([NH:16][C:17]([C:19]1[S:23][C:22]([N:24]2[CH:29]=[CH:28][C:27]([O:30][CH2:2][C:3]3[N:4]=[C:5]([CH3:8])[S:6][CH:7]=3)=[CH:26][C:25]2=[O:31])=[N:21][C:20]=1[CH3:32])=[O:18])[C:10]1[CH:15]=[CH:14][CH:13]=[CH:12][CH:11]=1. Reported procedure: Following the procedure as described in Example 21, making variation only as required to use 4-(chloromethyl)-2-methylthiazole in place of 2-(chloromethyl)-5-phenyl-1,3,4-oxadiazole to react with N-benzyl-2-(4-hydroxy-2-oxopyridin-1(2H)-yl)-4-methylthiazole-5-carboxamide, the title compound was obtained as a colorless solid in 20% yield: 1H NMR (300 MHz, CDCl3) δ 8.67 (d, J=8.1 Hz, 1H), 7.34-7.26 (m, 5H), 7.20 (s, 1H), 6.24 (dd, J=8.1, 2.7 Hz, 1H), 6.13-6.07 (m, 2H), 5.10 (s, 2H), 4.59 (d, J=5.6... Reactants: O1NC(NC(C1)=O)=O (6H-1,2,4-oxadiazin-3,5-(2H,4H)-dione), S(=O)(=O)([O-])[O-].[NH4+].[NH4+] (ammonium sulfate), N1CCNCC1 (piperazine), C[Si](N[Si](C)(C)C)(C)C (hexamethyldisilazane). The solvent is O1CCOCC1 (dioxane). Product: N1(CCNCC1)C1=NC(NOC1)=O (5-(1-piperazinyl)-6H-1,2,4-oxadiazin-3(2H)-one). Isolated yield 42.0%. As a reaction SMILES: [O:1]1[CH2:6][C:5](=O)[NH:4][C:3](=[O:8])[NH:2]1.S([O-])([O-])(=O)=O.[NH4+].[NH4+].[NH:16]1[CH2:21][CH2:20][NH:19][CH2:18][CH2:17]1.C[Si](C)(C)N[Si](C)(C)C>O1CCOCC1>[N:16]1([C:5]2[CH2:6][O:1][NH:2][C:3](=[O:8])[N:4]=2)[CH2:21][CH2:20][NH:19][CH2:18][CH2:17]1 |f:1.2.3|. Procedure: A solution of 1.16 g (0.010 of 6H-1,2,4-oxadiazin-3,5-(2H,4H)-dione, 5 mg of ammonium sulfate, 2.49 g (0.029 mole) of piperazine and 20 ml of hexamethyldisilazane in 40 ml of dry freshly distilled dioxane is refluxed for 17 hours. After cooling, the dioxane and hexamethyldisilazane are removed in vacuo and the syrupy residue is dried on a vacuum pump for 2 hours. The resulting semi-solid residue is triturated with 100 ml of petroleum ether and filtered to yield 0.78 g (42 percent) of 5-(1-pipera... Starting materials: CSC=1NC(C(=CN1)C(=O)OCC)=O (Ethyl 1,6-dihydro-2-methylthio-6-oxo-5-pyrimidinecarboxylate), COC1=C(N)C=CC=C1 (2-methoxyaniline). The solvent is CN(C)C=O (DMF). Conditions: time 8 hour. The product is COC1=C(NC=2NC(C(=CN2)C(=O)OCC)=O)C=CC=C1 (ethyl 1,6-dihydro-2-(2-methoxyanilino)-6-oxo-5-pyrimidinecarboxylate). Yield: 74.1%. As a reaction SMILES: CS[C:3]1[NH:4][C:5](=[O:14])[C:6]([C:9]([O:11][CH2:12][CH3:13])=[O:10])=[CH:7][N:8]=1.[CH3:15][O:16][C:17]1[CH:23]=[CH:22][CH:21]=[CH:20][C:18]=1[NH2:19]>CN(C=O)C>[CH3:15][O:16][C:17]1[CH:23]=[CH:22][CH:21]=[CH:20][C:18]=1[NH:19][C:3]1[NH:4][C:5](=[O:14])[C:6]([C:9]([O:11][CH2:12][CH3:13])=[O:10])=[CH:7][N:8]=1. Procedure: Ethyl 1,6-dihydro-2-methylthio-6-oxo-5-pyrimidinecarboxylate (5 g) and 2-methoxyaniline (3.4 g) are added to DMF (20 ml), and the mixture is refluxed with stirring for 8 hours. After cooling, the precipitate is collected by filtration and recrystallized from DMF to give ethyl 1,6-dihydro-2-(2-methoxyanilino)-6-oxo-5-pyrimidinecarboxylate (5 g). M.p. 217°-219° C. Reactants: FC1=CC=C(C=C1)CCCC(C1=CC=C(C=C1)C(=O)NC(C)(C)C)C=1N=CNC1 (4-[4-(4-fluorophenyl)-1-(4-tert-butylaminocarbonylphenyl)butyl]-1H-imidazole), O (water), P(Cl)(Cl)(Cl)(Cl)Cl (phosphorus pentachloride). Solvent: C(C)#N (acetonitrile), C(C)#N (acetonitrile). The product is C(#N)C1=CC=C(C=C1)C(CCCC1=CC=C(C=C1)F)C=1N=CNC1 (4-[1-(4-cyanophenyl)-4-(4-fluorophenyl)butyl]-1H-imidazole). The yield is 85.0%. As a reaction SMILES: [F:1][C:2]1[CH:7]=[CH:6][C:5]([CH2:8][CH2:9][CH2:10][CH:11]([C:25]2[N:26]=[CH:27][NH:28][CH:29]=2)[C:12]2[CH:17]=[CH:16][C:15]([C:18]([NH:20]C(C)(C)C)=O)=[CH:14][CH:13]=2)=[CH:4][CH:3]=1.P(Cl)(Cl)(Cl)(Cl)Cl.O>C(#N)C>[C:18]([C:15]1[CH:16]=[CH:17][C:12]([CH:11]([C:25]2[N:26]=[CH:27][NH:28][CH:29]=2)[CH2:10][CH2:9][CH2:8][C:5]2[CH:6]=[CH:7][C:2]([F:1])=[CH:3][CH:4]=2)=[CH:13][CH:14]=1)#[N:20]. Procedure details: 4-[4-(4-fluorophenyl)-1-(4-tert-butylaminocarbonylphenyl)butyl]-1H-imidazole (7 g) is dissolved into dry acetonitrile (200 ml). 3,6 g of phosphorus pentachloride is added and the mixture is poured into water and acetonitrile is evaporated. The water solution is rendered alkaline and extracted with ethyl acetate. The ethyl acetate phase is washed with water, dried and evaporated to dryness. Yield 85%. The reactants are NCCNC(=O)C=1SC=CC1NC1=C2C(=NC=C1)NC=C2 (3-(1H-Pyrrolo[2,3-b]pyridin-4-ylamino)-thiophene-2-carboxylic acid (2-amino-ethyl)-amide), C(C1=CC=CC=C1)OCCN (2-(benzyloxy)ethanamine). Yields the product C(C1=CC=CC=C1)OCCNC(=O)C=1SC=CC1NC1=C2C(=NC=C1)NC=C2 (3-(1H-Pyrrolo[2,3-b]pyridin-4-ylamino)-thiophene-2-carboxylic acid (2-benzyloxy-ethyl)-amide). RXN SMILES: N[CH2:2][CH2:3][NH:4][C:5]([C:7]1[S:8][CH:9]=[CH:10][C:11]=1[NH:12][C:13]1[CH:18]=[CH:17][N:16]=[C:15]2[NH:19][CH:20]=[CH:21][C:14]=12)=[O:6].[CH2:22]([O:29]CCN)[C:23]1[CH:28]=[CH:27][CH:26]=[CH:25][CH:24]=1>>[CH2:22]([O:29][CH2:2][CH2:3][NH:4][C:5]([C:7]1[S:8][CH:9]=[CH:10][C:11]=1[NH:12][C:13]1[CH:18]=[CH:17][N:16]=[C:15]2[NH:19][CH:20]=[CH:21][C:14]=12)=[O:6])[C:23]1[CH:28]=[CH:27][CH:26]=[CH:25][CH:24]=1. Procedure: This compound was prepared in an analogous manner as 3-(1H-Pyrrolo[2,3-b]pyridin-4-ylamino)-thiophene-2-carboxylic acid (2-amino-ethyl)-amide using 2-(benzyloxy)ethanamine instead of tert-butyl-2-amino ethyl carbamate. LCMS (ESI) 393 (M+H) 1H NMR (400 MHz, DMSO-d6) δ ppm 11.51 (1H, br. s.) 10.24 (1H, s) 8.15 (1H, s) 7.99 (1H, d, J=5.47 Hz) 7.76 (1H, d, J=5.27 Hz) 7.44 (1H, d, J=5.47 Hz) 7.16-7.32 (5H, m) 6.78 (1H, d, J=5.27 Hz) 6.41 (1H, d, J=3.32 Hz) 4.44 (2H, s) 3.48-3.56 (2H, m) 3.39-3.47 (2H... Starting materials: COc1ccccc1Oc1c(NS(=O)(=O)c2ccc(C(C)(C)C)cc2)nc(N2CCOCC2)nc1OCCC(=O)O, ClCCl, CN(C)C=O, O=C(Cl)C(=O)Cl, Nc1ccccn1. The product is COc1ccccc1Oc1c(NS(=O)(=O)c2ccc(C(C)(C)C)cc2)nc(N2CCOCC2)nc1OCCC(=O)Nc1ccccn1. RXN SMILES: [C:1]([CH3:2])([CH3:3])([CH3:4])[c:5]1[cH:6][cH:7][c:8]([S:11](=[O:12])(=[O:13])[NH:14][c:15]2[c:16]([O:33][c:34]3[c:35]([O:40][CH3:41])[cH:36][cH:37][cH:38][cH:39]3)[c:17]([O:27][CH2:28][CH2:29][C:30](=[O:31])[OH:32])[n:18][c:19]([N:21]3[CH2:22][CH2:23][O:24][CH2:25][CH2:26]3)[n:20]2)[cH:9][cH:10]1.[CH2:60]([Cl:61])[Cl:62].[CH3:48][N:49]([CH3:50])[CH:51]=[O:52].[Cl:42][C:43]([C:44]([Cl:45])=[O:46])=[O:47].[NH2:53][c:54]1[n:55][cH:56][cH:57][cH:58][cH:59]1>>[C:1]([CH3:2])([CH3:3])([CH3:4])[c:5]1[cH:6][cH:7][c:8]([S:11](=[O:12])(=[O:13])[NH:14][c:15]2[c:16]([O:33][c:34]3[c:35]([O:40][CH3:41])[cH:36][cH:37][cH:38][cH:39]3)[c:17]([O:27][CH2:28][CH2:29][C:30](=[O:31])[NH:53][c:54]3[n:55][cH:56][cH:57][cH:58][cH:59]3)[n:18][c:19]([N:21]3[CH2:22][CH2:23][O:24][CH2:25][CH2:26]3)[n:20]2)[cH:9][cH:10]1.